Dataset: the Open Reaction Database (ORD), a public repository of structured organic reaction records. Task: describe an organic reaction: reactants, conditions, products, and yield Yields the product ClC1=C(OC(C(=O)OC)C)C(=CC(=C1)C=O)[N+](=O)[O-] (Methyl 2-(2-chloro-4-formyl-6-nitrophenoxy)propanoate). Procedure details: Using 3-chloro-4-hydroxy-5-nitrobenzaldehyde as the phenol and methyl-2-bromopropanoate as the alkylating agent in the general procedure for alkylation of substituted-2-nitrophenols gives a light yellow oil: 1H NMR (DMSO-d6, 400 MHz): δ ppm 9.98 (s, 1H), 8.43 (d, J=1.8 Hz, 1H), 8.35 (d, J=2.0 Hz, 1H), 5.08-5.15 (m, 1H), 3.62 (s, 3H), 1.57 (d, J=6.8 Hz, 3H). ESI-MS: m/z 328.1 (M+H)+. Starting materials: ClC=1C=C(C=O)C=C(C1O)[N+](=O)[O-] (3-chloro-4-hydroxy-5-nitrobenzaldehyde), substituted-2-nitrophenols, C1(=CC=CC=C1)O (phenol), COC(C(C)Br)=O (methyl-2-bromopropanoate). RXN SMILES: [Cl:1][C:2]1[CH:3]=[C:4]([CH:7]=[C:8]([N+:11]([O-:13])=[O:12])[C:9]=1[OH:10])[CH:5]=[O:6].C1(O)C=CC=CC=1.[CH3:21][O:22][C:23](=[O:27])[CH:24](Br)[CH3:25]>>[Cl:1][C:2]1[CH:3]=[C:4]([CH:5]=[O:6])[CH:7]=[C:8]([N+:11]([O-:13])=[O:12])[C:9]=1[O:10][CH:24]([CH3:25])[C:23]([O:22][CH3:21])=[O:27].